From a dataset of the Open Reaction Database (ORD), a public repository of structured organic reaction records. describe an organic reaction: reactants, conditions, products, and yield The reactants are C(C)(C)(C)OC(=O)N1C2=C(CCC1)NN=C2C2=C(C=C(C(=C2)Cl)OCC2=CC=CC=C2)OCC2=CC=CC=C2 (3-(2,4-bis-benzyloxy-5-chloro-phenyl)-1,5,6,7-tetrahydro-pyrazolo[4,3-b]pyridine-4-carboxylic acid tert-butyl ester), C(C)(C)(C)OC(=O)N1CC2=C(CC1)C(=NN2)C2=C(C=C(C(=C2)Cl)OCC2=CC=CC=C2)OCC2=CC=CC=C2 (3-(2,4-bis-benzyloxy-5-chloro-phenyl)-1,4,5,7-tetrahydro-pyrazolo[3,4-c]pyridine-6-carboxylic acid tert-butyl ester). The reagents and catalysts are [Pd] (Pd/C). The solvent is C(C)O (ethanol), C(C)(=O)O (acetic acid). Run at time 10 hour. The product is C(C)(C)(C)OC(=O)N1C2=C(CCC1)NN=C2C2=C(C=C(C(=C2)Cl)O)O (3-(5-chloro-2,4-dihydroxy-phenyl)-1,5,6,7-tetrahydro-pyrazolo[4,3-b]pyridine-4-carboxylic acid tert-butyl ester). Yield: 48.0%. As a reaction SMILES: [C:1]([O:5][C:6]([N:8]1[CH2:13][CH2:12][CH2:11][C:10]2[NH:14][N:15]=[C:16]([C:17]3[CH:22]=[C:21]([Cl:23])[C:20]([O:24]CC4C=CC=CC=4)=[CH:19][C:18]=3[O:32]CC3C=CC=CC=3)[C:9]1=2)=[O:7])([CH3:4])([CH3:3])[CH3:2].C(OC(N1CCC2C(C3C=C(Cl)C(OCC4C=CC=CC=4)=CC=3OCC3C=CC=CC=3)=NNC=2C1)=O)(C)(C)C>C(O)C.C(O)(=O)C.[Pd]>[C:1]([O:5][C:6]([N:8]1[CH2:13][CH2:12][CH2:11][C:10]2[NH:14][N:15]=[C:16]([C:17]3[CH:22]=[C:21]([Cl:23])[C:20]([OH:24])=[CH:19][C:18]=3[OH:32])[C:9]1=2)=[O:7])([CH3:4])([CH3:2])[CH3:3]. Procedure: A mixture of 3-(2,4-bis-benzyloxy-5-chloro-phenyl)-1,5,6,7-tetrahydro-pyrazolo[4,3-b]pyridine-4-carboxylic acid tert-butyl ester (e) and 3-(2,4-bis-benzyloxy-5-chloro-phenyl)-1,4,5,7-tetrahydro-pyrazolo[3,4-c]pyridine-6-carboxylic acid tert-butyl ester (f) (7 g, 13 mmol) was dissolved in a mixture of ethanol (50 mL) and glacial acetic acid (10 mL) at room temperature before the addition of 10% Pd/C (1 g). The reaction mixture was stirred under hydrogen atmosphere (20 psi) for 10 h. The suspensio... The reactants are FC1=C(C=C(C=C1)C(F)(F)F)NC(=O)NC1=CC=C(C=C1)C#CC(=O)N (3-{4-[({[2-fluoro-5-(trifluoromethyl)phenyl]amino}carbonyl)amino]phenyl}prop-2-ynamide), IC1=CC=C(C=C1)OC (4-iodoanisole), C(C)NCC (diethylamine), C(=O)O (formic acid). Reagents/catalysts: C=1C=CC(=CC1)/C=C/C(=O)/C=C/C2=CC=CC=C2.C=1C=CC(=CC1)/C=C/C(=O)/C=C/C2=CC=CC=C2.[Pd] (bis(dibenzylideneacetone)palladium(0)). Solvent: CCOC(=O)C (EtOAc). Conditions: temperature 75 celsius. Yields the product FC1=C(C=C(C=C1)C(F)(F)F)NC(=O)NC1=CC=C(C=C1)\C(=C/C(=O)N)\C1=CC=C(C=C1)OC ((2E)-3-{4-[({[2-fluoro-5-(trifluoromethyl)phenyl]amino}carbonyl)amino]phenyl}-3-(4-methoxyphenyl)acrylamide). Isolated yield 31.1%. Reaction SMILES: [F:1][C:2]1[CH:7]=[CH:6][C:5]([C:8]([F:11])([F:10])[F:9])=[CH:4][C:3]=1[NH:12][C:13]([NH:15][C:16]1[CH:21]=[CH:20][C:19]([C:22]#[C:23][C:24]([NH2:26])=[O:25])=[CH:18][CH:17]=1)=[O:14].I[C:28]1[CH:33]=[CH:32][C:31]([O:34][CH3:35])=[CH:30][CH:29]=1.C(NCC)C.C(O)=O>CCOC(C)=O.C1C=CC(/C=C/C(/C=C/C2C=CC=CC=2)=O)=CC=1.C1C=CC(/C=C/C(/C=C/C2C=CC=CC=2)=O)=CC=1.[Pd]>[F:1][C:2]1[CH:7]=[CH:6][C:5]([C:8]([F:11])([F:9])[F:10])=[CH:4][C:3]=1[NH:12][C:13]([NH:15][C:16]1[CH:21]=[CH:20][C:19](/[C:22](/[C:28]2[CH:33]=[CH:32][C:31]([O:34][CH3:35])=[CH:30][CH:29]=2)=[CH:23]\[C:24]([NH2:26])=[O:25])=[CH:18][CH:17]=1)=[O:14] |f:5.6.7|. Procedure: A mixture of 3-{4-[({[2-fluoro-5-(trifluoromethyl)phenyl]amino}carbonyl)amino]phenyl}prop-2-ynamide (31.0 mg, 0.085 mmol), 4-iodoanisole (0.010 mL, 0.089 mmol), diethylamine (0.029 mL, 0.281 mmol), formic acid (0.0083 mL, 0.221 mmol), and bis(dibenzylideneacetone)palladium(0) (3.4 mg, 0.006 mmol) in 1.4 mL EtOAc (degassed) was heated at 75° C. for 20 hours. The reaction was partitioned between EtOAc and H2O/brine mixture. The EtOAc layer was washed with dilute aqueous HCl, then aqueous NaHCO3, b... Reactants: C(C)OCC (diethyl ether), powder, Cl (HCl), ice, C(C)(C)(C)OC(=O)N1[C@@H](CC1)COC=1C=NC=CC1 (3-((1-t-butyloxycarbonyl-2-(S)-azetidinyl)methoxy)pyridine), Cl (hydrogen chloride), N (NH3). The solvent is C(C)O (ethanol), O (H2O), C(C)O (ethanol). Conditions: time 18 hour. The product is Cl.Cl.N1[C@@H](CC1)COC=1C=NC=CC1 (3-(2-(S)-azetidinylmethoxy)pyridine dihydrochloride). The yield is 81.0%. Reaction SMILES: C(OC([N:8]1[CH2:11][CH2:10][C@H:9]1[CH2:12][O:13][C:14]1[CH:15]=[N:16][CH:17]=[CH:18][CH:19]=1)=O)(C)(C)C.[ClH:20].C(OCC)C.N>C(O)C.O>[ClH:20].[ClH:20].[NH:8]1[CH2:11][CH2:10][C@H:9]1[CH2:12][O:13][C:14]1[CH:15]=[N:16][CH:17]=[CH:18][CH:19]=1 |f:6.7.8|. Reported procedure: To an ice cooled solution of the compound of step 9a (286 mg, 1.08 mmol) in absolute ethanol (4 mL), was added a hydrogen chloride saturated ethanol solution (4 mL), under nitrogen. The reaction mixture was stirred 18 hours while gradually warming to room temperature. The reaction mixture was then concentrated in vacuo, the product dissolved in absolute ethanol and triturated with diethyl ether. Two recrystallizations from ethanol and diethyl ether yielded pure product in 81% yield as a white po... The reactants are C(C1=CC=CC=C1)C(CCCOCCCC(CC1=CC=CC=C1)Br)Br (benzyl 4-bromobutylether), C1CCOC1 (THF), C(CCCC=C)C1=CC(CC1)=O (3-(5-hexenyl)cyclopent-2-enone), Mg, C(C)OC1=CC(CC1)=O (3-ethoxycyclopentenone). Run in C(C)(=O)OCC (ethyl acetate), hexanes. The product is Grignard reagent, C(C1=CC=CC=C1)OC(CCC=1C(CCC1)=O)C (3-Benzyloxybutyl-cyclopent-2-enone). Isolated yield 48.0%. Reaction SMILES: [CH2:1]([C:7]1CCC(=O)[CH:8]=1)[CH2:2][CH2:3]CC=C.[CH2:13]1[CH2:17][O:16][CH2:15][CH2:14]1.C(C(Br)CCC[O:29][CH2:30][CH2:31][CH2:32][CH:33](Br)[CH2:34][C:35]1[CH:40]=CC=CC=1)C1C=CC=CC=1.C(OC1CCC(=O)C=1)C>C(OCC)(=O)C>[CH2:17]([O:16][CH:15]([CH3:14])[CH2:40][CH2:35][C:34]1[C:30](=[O:29])[CH2:31][CH2:32][CH:33]=1)[C:13]1[CH:8]=[CH:7][CH:1]=[CH:2][CH:3]=1. Reported procedure: A solution of a Grignard reagent was prepared following the procedure described in the synthesis of 3-(5-hexenyl)cyclopent-2-enone, using Mg turnings (302 mg, 12 mmol), THF (11 mL), and benzyl 4-bromobutylether (2.75 g, 11.3 mmol). The general procedure for the preparation of substrates using 3-ethoxycyclopentenone (0.67 mL, 5.65 mmol), gave, after 12 h and flash chromatography (3:1, then 2:1 hexanes:ethyl acetate), the title compound as a white solid (0.662 g, 48%). m.p. 46-47° C. 1H NMR (300 M... The reactants are [O-]P(=O)([O-])[O-].[O-]P(=O)([O-])[O-].[O-]P(=O)([O-])[O-].[F-].[Ca+2].[Ca+2].[Ca+2].[Ca+2].[Ca+2] (phosphate rock), C(C(=O)O)(=O)O (oxalic acid), P(O)(O)(O)=O (phosphoric acid), O.O.C(C(=O)O)(=O)O (oxalic acid dihydrate), P(=O)(O)(O)O.NC(=O)N (urea phosphate), P(=O)(O)(O)O.NC(=O)N (urea phosphate). Run in O (water). Run at temperature 60 celsius, time 20 minute. The product is C(C(=O)O)(=O)O.NC(=O)N (urea oxalate). Isolated yield 0.0%. As a reaction SMILES: [C:1]([OH:6])(=[O:5])[C:2]([OH:4])=[O:3].[OH2:7].O.C(O)(=O)C(O)=O.P(O)(O)(O)=O.[NH2:20][C:21]([NH2:23])=O.P(=O)(O)(O)O.[O-]P([O-])([O-])=O.[O-]P([O-])([O-])=O.[O-]P([O-])([O-])=O.[F-].[Ca+2].[Ca+2].[Ca+2].[Ca+2].[Ca+2]>O>[C:1]([OH:6])(=[O:5])[C:2]([OH:4])=[O:3].[NH2:20][C:21]([NH2:23])=[O:7] |f:1.2.3,4.5,7.8.9.10.11.12.13.14.15,17.18|. Procedure: A solution of oxalic acid consisting of 138.7 grams of oxalic acid dihydrate dissolved in 200 mL water was warmed to 60° C. and treated with 316 grams of urea phosphate made from wet-process phosphoric acid made from calcined North Carolina phosphate rock. The urea phosphate was added gradually over a 10-minute period with stirring while maintaining the temperature at 55°-60° C. Stirring and heating (at 60°-70° C.) was continued for 20 minutes. The hot mixture was filtered, and the clear, pale g... Starting materials: [H-].[K+] (Potassium hydride), C(CC)N(CCC)C(C(=O)OCC)C(=O)OCC (diethyl (dipropylamino)-malonate), BrCC1=CC=CC=2N(C=NC21)C(=O)[O-] (4-(bromomethyl)-1H-benzimidazole-1-carboxylate). Run in C1CCOC1 (THF). Conditions: time 5 minute. Product: CC(C)(OC(=O)N1C=NC2=C1C=CC=C2CC(C(=O)OCC)(C(=O)OCC)N(CCC)CCC)C (diethyl {((1,1-dimethylethoxycarbonyl)-1H-benzimidazole-4-yl)methyl}(dipropylamino)-propanedioate). The yield is 161.4%. As a reaction SMILES: [H-].[K+].[CH2:3]([N:6]([CH:10]([C:16]([O:18][CH2:19][CH3:20])=[O:17])[C:11]([O:13][CH2:14][CH3:15])=[O:12])[CH2:7][CH2:8][CH3:9])[CH2:4][CH3:5].Br[CH2:22][C:23]1[C:31]2[N:30]=[CH:29][N:28]([C:32]([O-:34])=[O:33])[C:27]=2[CH:26]=[CH:25][CH:24]=1>C1COCC1>[CH3:22][C:23]([CH3:31])([O:34][C:32]([N:28]1[C:27]2[CH:26]=[CH:25][CH:24]=[C:23]([CH2:22][C:10]([N:6]([CH2:7][CH2:8][CH3:9])[CH2:3][CH2:4][CH3:5])([C:11]([O:13][CH2:14][CH3:15])=[O:12])[C:16]([O:18][CH2:19][CH3:20])=[O:17])[C:31]=2[N:30]=[CH:29]1)=[O:33])[CH3:24] |f:0.1|. Procedure: Potassium hydride (3.3 g of 40% oil suspension, washed with ether to remove oil, 0.03 mol) was added to a stirred solution of diethyl (dipropylamino)-malonate (10.2 g, 0.039 mol) in dry THF (100 mL). After 5 minutes, t-butyl, 4-(bromomethyl)-1H-benzimidazole-1-carboxylate (6.22 g, 0.02 mol) was added and the solution was refluxed for 6 hours. The solvent was removed under reduced pressure and the residual oil was partitioned between ethyl acetate and water. After evaporation of the ethyl acetate... The reactants are NC=1C=NC2=CC3=C(C=C2C1C1=C(C=CC=C1)Cl)CCC3 (3-amino-4-(2-chlorophenyl)-7,8-dihydro-6H-cyclopenta[g]quinoline), FC1=C(C=CC(=C1)F)N=C=O (2,4-difluorophenyl isocyanate). The solvent is O1CCCC1 (tetrahydrofuran). Conditions: time 5 hour. Product: ClC1=C(C=CC=C1)C1=C(C=NC2=CC3=C(C=C12)CCC3)NC(=O)NC3=C(C=C(C=C3)F)F (N-[4-(2-chlorophenyl)-7,8-dihydro-6H-cyclopenta[g]quinolin-3-yl]-N'-(2,4-difluorophenyl)urea). RXN SMILES: [NH2:1][C:2]1[CH:3]=[N:4][C:5]2[C:10]([C:11]=1[C:12]1[CH:17]=[CH:16][CH:15]=[CH:14][C:13]=1[Cl:18])=[CH:9][C:8]1[CH2:19][CH2:20][CH2:21][C:7]=1[CH:6]=2.[F:22][C:23]1[CH:28]=[C:27]([F:29])[CH:26]=[CH:25][C:24]=1[N:30]=[C:31]=[O:32]>O1CCCC1>[Cl:18][C:13]1[CH:14]=[CH:15][CH:16]=[CH:17][C:12]=1[C:11]1[C:10]2[C:5](=[CH:6][C:7]3[CH2:21][CH2:20][CH2:19][C:8]=3[CH:9]=2)[N:4]=[CH:3][C:2]=1[NH:1][C:31]([NH:30][C:24]1[CH:25]=[CH:26][C:27]([F:29])=[CH:28][C:23]=1[F:22])=[O:32]. Procedure: To a solution of 3-amino-4-(2-chlorophenyl)-7,8-dihydro-6H-cyclopenta[g]quinoline (2.5 g) in tetrahydrofuran (25 ml) was added 2,4-difluorophenyl isocyanate (1.2 ml) dropwise and the mixture was stirred for 5 hours at room temperature. The solvent was then distilled off to give crystals of N-[4-(2-chlorophenyl)-7,8-dihydro-6H-cyclopenta[g]quinolin-3-yl]-N'-(2,4-difluorophenyl)urea. The crystals were collected by filtration and washed with isopropyl ether (3.42 g, 89.8%). Recrystallization from a... The reactants are N1C[C@H](CC1)NC(OC(C)(C)C)=O ((S)-tert-butyl pyrrolidin-3-ylcarbamate), [OH-].[Na+] (NaOH), C(C)OC1(CC1)O[Si](C)(C)C ((1-ethoxycyclopropoxy)trimethylsilane), C(#N)[BH3-].[Na+] (sodium cyanoborohydride). Run in CO (methanol), C(C)(=O)O (Acetic acid). Yields the product C1(CC1)N1C[C@H](CC1)NC(OC(C)(C)C)=O ((S)-tert-butyl 1-cyclopropylpyrrolidin-3-ylcarbamate). As a reaction SMILES: [NH:1]1[CH2:5][CH2:4][C@H:3]([NH:6][C:7](=[O:13])[O:8][C:9]([CH3:12])([CH3:11])[CH3:10])[CH2:2]1.C(O[C:17]1(O[Si](C)(C)C)[CH2:19][CH2:18]1)C.C([BH3-])#N.[Na+].[OH-].[Na+]>CO.C(O)(=O)C>[CH:17]1([N:1]2[CH2:5][CH2:4][C@H:3]([NH:6][C:7](=[O:13])[O:8][C:9]([CH3:10])([CH3:12])[CH3:11])[CH2:2]2)[CH2:19][CH2:18]1 |f:2.3,4.5|. Procedure: (S)-tert-butyl pyrrolidin-3-ylcarbamate (415 mg), (1-ethoxycyclopropoxy)trimethylsilane (1.8 mL) and molecular sieves (500 mg) were combined in methanol (4.5 mL). Acetic acid (1.3 mL) was added, followed by sodium cyanoborohydride (420 mg). The resulting mixture was heated to reflux for 4 hours. Insoluble material was filtered off and reaction was made basic to pH 14 with addition of 6M aqueous NaOH solution. The solution was extracted three times with diethyl ether, and the combined extracts we... Starting materials: O.O.Cl.OC1=C(N=CN1)C(=O)N (5-hydroxy-1H-imidazole-4-carboxamide hydrochloric acid salt dihydrate), C(=O)[O-].[Na+] (sodium formate), Cl (hydrochloric acid). The solvent is aqueous solution. Run at temperature 50 celsius, time 35 minute. Yields the product OC1=C(N=CN1)C(=O)N (5-hydroxy-1H-imidazole-4-carboxamide). The yield is 98.9%. As a reaction SMILES: O.O.Cl.[OH:4][C:5]1[NH:9][CH:8]=[N:7][C:6]=1[C:10]([NH2:12])=[O:11].Cl.C([O-])=O.[Na+]>>[OH:4][C:5]1[NH:9][CH:8]=[N:7][C:6]=1[C:10]([NH2:12])=[O:11] |f:0.1.2.3,5.6|. Reported procedure: Under the nitrogen atmosphere, 20.0 g of 5-hydroxy-1H-imidazole-4-carboxamide hydrochloric acid salt dihydrate prepared according to the method of Reference Example 2 was added to 240 mL of 0.45 mol/L hydrochloric acid and dissolved therein by heating to 50° C. At 50° C., 40 mL aqueous solution containing 14.3 g of sodium formate was added dropwise thereto over 35 minutes. The reaction mixture was cooled and stirred for 90 minutes with the inside temperature of 5° C. The crystal was collected by... Reactants: O=C([O-])[O-], CCOC(=O)CNCc1ccc(OC)cc1OC, CCOC(=O)c1sc(Br)nc1CBr, CN(C)C=O, CCOC(C)=O, [K+], [K+]. Product: CCOC(=O)CN(Cc1ccc(OC)cc1OC)Cc1nc(Br)sc1C(=O)OCC. Reaction SMILES: [C:32](=[O:33])([O-:34])[O-:35].[CH2:14]([CH3:15])[O:16][C:17]([CH2:18][NH:19][CH2:20][c:21]1[c:22]([O:29][CH3:30])[cH:23][c:24]([O:27][CH3:28])[cH:25][cH:26]1)=[O:31].[CH2:1]([CH3:2])[O:3][C:4](=[O:5])[c:6]1[c:7]([CH2:12][Br:13])[n:8][c:9]([Br:11])[s:10]1.[CH3:38][N:39]([CH3:40])[CH:41]=[O:42].[CH3:43][CH2:44][O:45][C:46](=[O:47])[CH3:48].[K+:36].[K+:37]>>[CH2:1]([CH3:2])[O:3][C:4](=[O:5])[c:6]1[c:7]([CH2:12][N:19]([CH2:18][C:17]([O:16][CH2:14][CH3:15])=[O:31])[CH2:20][c:21]2[c:22]([O:29][CH3:30])[cH:23][c:24]([O:27][CH3:28])[cH:25][cH:26]2)[n:8][c:9]([Br:11])[s:10]1.